This data is from the Open Reaction Database (ORD), a public repository of structured organic reaction records. The task is: describe an organic reaction: reactants, conditions, products, and yield The reactants are BrBr (bromine), C1OC=2C=C(C=CC2O1)C (3,4-(methylenedioxy)toluene), N1=CC=CC=C1 (pyridine). Run in ClCCl (dichloromethane). Conditions: time 30 minute. Product: BrC1=C(C=C2C(=C1)OCO2)C (2-bromo-4,5-(methylenedioxy)toluene). The yield is 104.2%. Reaction SMILES: [Br:1]Br.[CH2:3]1[O:11][C:10]2[CH:9]=[CH:8][C:7]([CH3:12])=[CH:6][C:5]=2[O:4]1.N1C=CC=CC=1>ClCCl>[Br:1][C:8]1[CH:9]=[C:10]2[O:11][CH2:3][O:4][C:5]2=[CH:6][C:7]=1[CH3:12]. Procedure: 3.2 ml (62 mmol) of bromine was dropwise added at 0° C. to a solution having 7.0 ml (58 mmol) of 3,4-(methylenedioxy)toluene and 5.5 ml (68 mmol) of pyridine dissolved in 110 ml of dichloromethane, followed by stirring for 30 minutes, and the temperature was raised to room temperature, followed by stirring for 22 hours. The mixture was washed with an aqueous sodium hydroxide solution, dried over anhydrous sodium sulfate and subjected to filtration, and the solvent was distilled off under reduced... Reactants: C(C1=CC=CC=C1)N1CC(=C(CC1)C#CCO)C(=O)OC (methyl 1-benzyl-4-(3-hydroxy-1-propin-1-yl)-1,2,5,6-tetrahydropyridine-3-carboxylate). Reagents/catalysts: [C].[Pd] (palladium carbon), [C].[Pd] (palladium carbon). Run in C(C)O (ethanol). Run at time 2 hour. Product: C(C1=CC=CC=C1)N1CC(C(CC1)CCCO)C(=O)OC (methyl 1-benzyl-4-(3-hydroxypropyl)piperidine-3-carboxylate). As a reaction SMILES: [CH2:1]([N:8]1[CH2:13][CH2:12][C:11]([C:14]#[C:15][CH2:16][OH:17])=[C:10]([C:18]([O:20][CH3:21])=[O:19])[CH2:9]1)[C:2]1[CH:7]=[CH:6][CH:5]=[CH:4][CH:3]=1>[C].[Pd].C(O)C>[CH2:1]([N:8]1[CH2:13][CH2:12][CH:11]([CH2:14][CH2:15][CH2:16][OH:17])[CH:10]([C:18]([O:20][CH3:21])=[O:19])[CH2:9]1)[C:2]1[CH:3]=[CH:4][CH:5]=[CH:6][CH:7]=1 |f:1.2|. Procedure: To 40 mL of an ethanol solution containing 2.6 g of methyl 1-benzyl-4-(3-hydroxy-1-propin-1-yl)-1,2,5,6-tetrahydropyridine-3-carboxylate, 1.0 g of palladium carbon was added, and the mixture was stirred for 2 hours under a hydrogen atmosphere. Thereto was added 0.7 g of palladium carbon, and the mixture was stirred for 2 hours under a hydrogen atmosphere. The insoluble material filtered off, and the solvent was removed under reduced pressure. The residue thus obtained was purified by silica gel ...